From a dataset of the Open Reaction Database (ORD), a public repository of structured organic reaction records. describe an organic reaction: reactants, conditions, products, and yield Reactants: [BH4-], CO, [Na+], O, CCOC(=O)C(O)CCc1ccccc1. Product: OCC(O)CCc1ccccc1. As a reaction SMILES: [BH4-:1].[CH3:19][OH:20].[Na+:2].[OH2:18].[OH:3][CH:4]([C:5](=[O:6])[O:7][CH2:8][CH3:9])[CH2:10][CH2:11][c:12]1[cH:13][cH:14][cH:15][cH:16][cH:17]1>>[OH:3][CH:4]([CH2:5][OH:6])[CH2:10][CH2:11][c:12]1[cH:13][cH:14][cH:15][cH:16][cH:17]1. Procedure: tert-Butyl azetidin-3-ylcarbamate was reacted with 4-fluoronitrobenzene by method C. This resulted in the product with the molecular weight of 293.33 (C14H19N3O4); MS (ESI): 294 (M+H+). Starting materials: N1CC(C1)NC(OC(C)(C)C)=O (tert-Butyl azetidin-3-ylcarbamate), FC1=CC=C(C=C1)[N+](=O)[O-] (4-fluoronitrobenzene). Product: [N+](=O)([O-])C1=CC=C(C=C1)N1CC(C1)NC(OC(C)(C)C)=O (tert-Butyl [1-(4-nitrophenyl)azetidin-3-yl]carbamate). Reaction SMILES: [NH:1]1[CH2:4][CH:3]([NH:5][C:6](=[O:12])[O:7][C:8]([CH3:11])([CH3:10])[CH3:9])[CH2:2]1.F[C:14]1[CH:19]=[CH:18][C:17]([N+:20]([O-:22])=[O:21])=[CH:16][CH:15]=1>>[N+:20]([C:17]1[CH:18]=[CH:19][C:14]([N:1]2[CH2:4][CH:3]([NH:5][C:6](=[O:12])[O:7][C:8]([CH3:9])([CH3:11])[CH3:10])[CH2:2]2)=[CH:15][CH:16]=1)([O-:22])=[O:21]. Reactants: CC(=CCOC1=CC=C2CCCOC2=C1)CCC=C(CC)CC (7-(3-methyl-7-ethyl-2,6-nonadienyloxy)-chromane), C(C)(=O)OO (peracetic acid). The product is O1C(CCC(=CCOC2=CC=C3CCCOC3=C2)C)C1(CC)CC (7-(6,7-epoxy-3-methyl-7-ethyl-2-nonenyloxy)-chromane). As a reaction SMILES: [CH3:1][C:2]([CH2:16][CH2:17][CH:18]=[C:19]([CH2:22][CH3:23])[CH2:20][CH3:21])=[CH:3][CH2:4][O:5][C:6]1[CH:15]=[C:14]2[C:9]([CH2:10][CH2:11][CH2:12][O:13]2)=[CH:8][CH:7]=1.C(OO)(=[O:26])C>>[O:26]1[C:19]([CH2:20][CH3:21])([CH2:22][CH3:23])[CH:18]1[CH2:17][CH2:16][C:2]([CH3:1])=[CH:3][CH2:4][O:5][C:6]1[CH:15]=[C:14]2[C:9]([CH2:10][CH2:11][CH2:12][O:13]2)=[CH:8][CH:7]=1. Reported procedure: Following the procedure of Example 17, 7-(3-methyl-7-ethyl-2,6-nonadienyloxy)-chromane and peracetic acid are reacted to form 7-(6,7-epoxy-3-methyl-7-ethyl-2-nonenyloxy)-chromane, nD20 = 1.5303. The reactants are BrC1=CC=2C3(C=4N(C2C=C1)CC(CN4)(C)C)OCCCO3 (8′-bromo-3′,3′-dimethyl-3′,4′-dihydro-2′H-spiro[1,3-dioxane-2,10′-pyrimido[1,2- a]indole]), C(CCC)[Sn](C=C)(CCCC)CCCC (tributyl (vinyl) tin). Run in O1CCOCC1 (dioxane). Run at temperature 100 celsius, time 6 hour. The product is CC1(CN=C2N(C=3C=CC(=CC3C23OCCCO3)C=C)C1)C (3′,3′-Dimethyl-8′-vinyl-3′,4′-dihydro-2′H-spiro[1,3-dioxane-2,10′-pyrimido[1,2-a]indole]). Yield: 78.6%. Reaction SMILES: Br[C:2]1[CH:10]=[CH:9][C:8]2[N:7]3[CH2:11][C:12]([CH3:16])([CH3:15])[CH2:13][N:14]=[C:6]3[C:5]3([O:21][CH2:20][CH2:19][CH2:18][O:17]3)[C:4]=2[CH:3]=1.[CH2:22]([Sn](CCCC)(CCCC)C=C)[CH2:23]CC>O1CCOCC1>[CH3:15][C:12]1([CH3:16])[CH2:11][N:7]2[C:8]3[CH:9]=[CH:10][C:2]([CH:22]=[CH2:23])=[CH:3][C:4]=3[C:5]3([O:17][CH2:18][CH2:19][CH2:20][O:21]3)[C:6]2=[N:14][CH2:13]1. Procedure: To the stirred solution of 8′-bromo-3′,3′-dimethyl-3′,4′-dihydro-2′H-spiro[1,3-dioxane-2,10′-pyrimido[1,2- a]indole](2.576 g, 7.330 mmol) in dioxane (70 mL) was added tributyl (vinyl) tin (3.490 g, 10.995 mmol) and the solution was degassed with N2 for 15 min. Pd(PPh3) 4 was added and the mixture was stirred at 100° C. for 6 hr. The reaction was diluted with EtOAc, washed with brine and concentrated. The resulting residue was dissolved in EtOAc and stirred with 1M KF solution (20 mL) overnight. ... Reactants: C(C)(C)(C)OC(=O)N[C@H](C(=O)O)CC1CCCCC1 ((2S)-tert-Butoxycarbonylamino-3-cyclohexylpropanoic acid), C(C)(C)(C)OC(NC(C(C)(C)C)C(NC1C(CC2=CC=CC=C12)O)=O)=O ([1-(2-Hydroxy-indan-1-ylcarbamoyl)-2,2-dimethyl-propyl]-carbamic acid tert.butyl ester), ClNC([O-])=O (chlorocarbamate), C(C)(C)(C)OC(=O)NC(C(=O)O)C(C)(C)C (2-tert.butoxycarbonylamino-3,3-dimetylbutyric acid), N[C@@H]1[C@@H](CC2=CC=CC=C12)O ((1S,2R)-1-amino-2-indanol), C(C)OC(=O)C1(C(C1)C=C)NC(=O)C1N(CC(C1)OC1=CC(=NC2=CC(=CC=C12)OC)C1=CC=CC=C1)C(NC(C(C)(C)C)C(NC1C(CC2=CC=CC=C12)O)=O)=O (1-{[1-[1-(2-Hydroxy-indan-1-ylcarbamoyl)-2,2-dimethyl-propylcarbamoyl]4-(7-methoxy-2-phenyl-quinolin-4-yloxy)-pyrrolidin e-2-carbonyl]-amino}-2-vinyl-cyclopropanecarboxylic acid ethyl ester). The product is C1(CCCCC1)C[C@@H](C(N[C@@H]1[C@@H](CC2=CC=CC=C12)O)=O)NC(=O)N1[C@@H](C[C@H](C1)OC1=CC(=NC2=CC(=CC=C12)OC)C1=CC=CC=C1)C(=O)N[C@]1([C@@H](C1)C=C)C(=O)O ((1R,2S)-1-{[(2S,4R)-1-[(1S)-2-Cyclohexyl-1-((1S,2R)-2-hydroxy-indan-1-ylcarbamoyl)-ethylcarbamoyl]-4-(7-methoxy-2-phenyl-quinolin-4-yloxy)-pyrrolidine-2-carbonyl]-amino}-2-vinyl-cyclopropanecarboxylic acid). The yield is 25.0%. Reaction SMILES: C(O[C:6]([NH:8][C@@H:9]([CH2:13][CH:14]1[CH2:19][CH2:18][CH2:17][CH2:16][CH2:15]1)[C:10]([OH:12])=O)=[O:7])(C)(C)C.C(OC(NC(C(C)(C)C)C(O)=O)=O)(C)(C)C.[NH2:36][C@H:37]1[C:45]2[C:40](=[CH:41][CH:42]=[CH:43][CH:44]=2)[CH2:39][C@H:38]1[OH:46].C(OC(=O)NC(C(=O)NC1C2C(=CC=CC=2)CC1O)C(C)(C)C)(C)(C)C.ClNC(=O)[O-].C([O:80][C:81]([C:83]1([NH:88][C:89]([CH:91]2[CH2:95][CH:94]([O:96][C:97]3[C:106]4[C:101](=[CH:102][C:103]([O:107][CH3:108])=[CH:104][CH:105]=4)[N:100]=[C:99]([C:109]4[CH:114]=[CH:113][CH:112]=[CH:111][CH:110]=4)[CH:98]=3)[CH2:93][N:92]2C(=O)NC(C(=O)NC2C3C(=CC=CC=3)CC2O)C(C)(C)C)=[O:90])[CH2:85][CH:84]1[CH:86]=[CH2:87])=[O:82])C>>[CH:14]1([CH2:13][C@H:9]([NH:8][C:6]([N:92]2[CH2:93][C@H:94]([O:96][C:97]3[C:106]4[C:101](=[CH:102][C:103]([O:107][CH3:108])=[CH:104][CH:105]=4)[N:100]=[C:99]([C:109]4[CH:114]=[CH:113][CH:112]=[CH:111][CH:110]=4)[CH:98]=3)[CH2:95][C@H:91]2[C:89]([NH:88][C@:83]2([C:81]([OH:82])=[O:80])[CH2:85][C@H:84]2[CH:86]=[CH2:87])=[O:90])=[O:7])[C:10](=[O:12])[NH:36][C@H:37]2[C:45]3[C:40](=[CH:41][CH:42]=[CH:43][CH:44]=3)[CH2:39][C@H:38]2[OH:46])[CH2:15][CH2:16][CH2:17][CH2:18][CH2:19]1. Reported procedure: (2S)-tert-Butoxycarbonylamino-3-cyclohexylpropanoic acid was attached to the resin as described for the preparation of compound 16 followed by reaction with (1S,2R)-1-amino-2-indanol as described for the preparation of 17 and removal of the Boc group as described for 18. The afforded compound was then reacted with the chlorocarbamate achieved from 12 as described for the preparation of 13 which, after purification by HPLC, gave the title compound (12.3 mg, 25% yield), Purity by HPLC >95% M+H+802... Starting materials: BrC=1C=C(C=CC1OC(C)=O)C1=CC=CC=C1 (3-bromo-4-acetoxybiphenyl), C[O-].[Na+] (sodium methoxide). Solvent: CO (methanol), CO (methanol). Run at time 20 minute. The product is BrC=1C=C(C=CC1)C1=CC=C(C=C1)O (3-bromo-4'-hydroxybiphenyl). As a reaction SMILES: [Br:1][C:2]1[CH:3]=[C:4]([C:12]2[CH:17]=[CH:16]C=[CH:14][CH:13]=2)[CH:5]=[CH:6][C:7]=1OC(=O)C.[CH3:18][O-:19].[Na+]>CO>[Br:1][C:2]1[CH:3]=[C:4]([C:12]2[CH:17]=[CH:16][C:18]([OH:19])=[CH:14][CH:13]=2)[CH:5]=[CH:6][CH:7]=1 |f:1.2|. Procedure details: To a stirred solution of 1.07 g (3.67 mmole) of 3-bromo-4-acetoxybiphenyl in 10 mL methanol at ambient temperature under a nitrogen atmosphere was added 0.92 mL of 4.4M sodium methoxide in methanol solution (4 mmole). The mixture was stirred for 20 minutes and partitioned between Et2O/ice-H2O/2N HCl (aq.) and the organic phase separated, washed with saturated NaCl solution, and then ice-H2O/saturated NaHCO3 (aq) solution, dried over Na2SO4, filtered, and evaporated. The product was dried in vacu... Reported procedure: To 4-methyl-5α-4-azaandrostan-3-on-17β-yloxyacetic acid (3.5 mg) in CH2Cl2 (0.2 ml) under N2 was added diphenyldiazomethane (ca. 20 mg) in portions during 15 minutes. The reaction stirred at room temperature for 2 hours, then additional diphenyldiazomethane (ca. 5 mg) was added and the reaction was allowed to stir overnight. The mixture was purified via preparative TLC on a silica gel plate (1000μ) developed with EtOAc to yield diphenylmethyl 4-methyl-5α-4-azaandrostan-3-on-17β-yloxyacetate, (Rf... Reaction conditions: time 2 hour. As a reaction SMILES: [CH3:1][N:2]1[C:19](=[O:20])[CH2:18][CH2:17][C@@:16]2([CH3:21])[C@H:3]1[CH2:4][CH2:5][C@@H:6]1[C@@H:15]2[CH2:14][CH2:13][C@@:11]2([CH3:12])[C@H:7]1[CH2:8][CH2:9][C@@H:10]2[O:22][CH2:23][C:24]([OH:26])=[O:25].[C:27]1([C:33]([C:36]2[CH:41]=[CH:40][CH:39]=[CH:38][CH:37]=2)=[N+]=[N-])[CH:32]=[CH:31][CH:30]=[CH:29][CH:28]=1>C(Cl)Cl>[CH3:1][N:2]1[C:19](=[O:20])[CH2:18][CH2:17][C@@:16]2([CH3:21])[C@H:3]1[CH2:4][CH2:5][C@@H:6]1[C@@H:15]2[CH2:14][CH2:13][C@@:11]2([CH3:12])[C@H:7]1[CH2:8][CH2:9][C@@H:10]2[O:22][CH2:23][C:24]([O:26][CH:33]([C:27]1[CH:32]=[CH:31][CH:30]=[CH:29][CH:28]=1)[C:36]1[CH:41]=[CH:40][CH:39]=[CH:38][CH:37]=1)=[O:25]. Product: CN1[C@@H]2CC[C@H]3[C@@H]4CC[C@@H]([C@@]4(C)CC[C@@H]3[C@]2(CCC1=O)C)OCC(=O)OC(C1=CC=CC=C1)C1=CC=CC=C1 (diphenylmethyl 4-methyl-5α-4-azaandrostan-3-on-17β-yloxyacetate). Run in C(Cl)Cl (CH2Cl2). The reactants are CN1[C@@H]2CC[C@H]3[C@@H]4CC[C@@H]([C@@]4(C)CC[C@@H]3[C@]2(CCC1=O)C)OCC(=O)O (4-methyl-5α-4-azaandrostan-3-on-17β-yloxyacetic acid), C1(=CC=CC=C1)C(=[N+]=[N-])C1=CC=CC=C1 (diphenyldiazomethane), C1(=CC=CC=C1)C(=[N+]=[N-])C1=CC=CC=C1 (diphenyldiazomethane).